Dataset: the Open Reaction Database (ORD), a public repository of structured organic reaction records. Task: describe an organic reaction: reactants, conditions, products, and yield Reactants: N1(CCCC1)CCOC1=CC=C(C=C1)C(=O)C=1C2=C(SC1C1=CC=C(C=C1)N)C=CC=C2 (2-(4-aminophenyl)benzo[b]thiophene-3-yl 4-[2-(1-pyrrolidinyl)ethoxy]phenyl ketone), TEA, oxalate salt. Run in hexanes, C1CCOC1 (THF). The product is NC1=CC=C(C=C1)C1=C(C2=C(S1)C=CC=C2)CC2=CC=C(C=C2)OCCN2CCCC2 (2-(4-Aminophenyl)-3-[4-[2-(1-pyrrolidinyl)ethoxy]benzyl]benzo[b]thiophene). Isolated yield 85.0%. Reaction SMILES: [N:1]1([CH2:6][CH2:7][O:8][C:9]2[CH:14]=[CH:13][C:12]([C:15]([C:17]3[C:18]4[CH:32]=[CH:31][CH:30]=[CH:29][C:19]=4[S:20][C:21]=3[C:22]3[CH:27]=[CH:26][C:25]([NH2:28])=[CH:24][CH:23]=3)=O)=[CH:11][CH:10]=2)[CH2:5][CH2:4][CH2:3][CH2:2]1>C1COCC1>[NH2:28][C:25]1[CH:26]=[CH:27][C:22]([C:21]2[S:20][C:19]3[CH:29]=[CH:30][CH:31]=[CH:32][C:18]=3[C:17]=2[CH2:15][C:12]2[CH:13]=[CH:14][C:9]([O:8][CH2:7][CH2:6][N:1]3[CH2:2][CH2:3][CH2:4][CH2:5]3)=[CH:10][CH:11]=2)=[CH:23][CH:24]=1. Reported procedure: By essentially following the conditions described in Example 179, Part A, the free base of the title compound was prepared as an oil from 2-(4-aminophenyl)benzo[b]thiophene-3-yl 4-[2-(1-pyrrolidinyl)ethoxy]phenyl ketone (Part C) in 85% yield following MPLC (SiO2; 30% then 40% THF with 5% TEA in hexanes). The product was converted to the oxalate salt according to the conditions described in Example 1, Part G. Reactants: COCCl (methoxymethyl chloride), C(C)(C)(C)OC(=O)N1C=NC(=C1)CCNC(=O)OC(C)(C)C (1-t-Butoxycarbonyl-4-{2-(t-butoxycarbonyl-amino)ethyl}imidazole), C(O)([O-])=O.[Na+] (sodium hydrogen carbonate). Run in C(C)#N (acetonitrile). Run at time 8 hour. Yields the product C(C)(C)(C)OC(=O)NCCC=1N(C=NC1)COC (4-{2-(t-butoxycarbonyl-amino)ethyl]-3-methoxymethylimidazole). The yield is 84.9%. Reaction SMILES: C(OC([N:8]1[CH:12]=[C:11]([CH2:13][CH2:14][NH:15][C:16]([O:18][C:19]([CH3:22])([CH3:21])[CH3:20])=[O:17])[N:10]=[CH:9]1)=O)(C)(C)C.[CH3:23][O:24][CH2:25]Cl.C(=O)([O-])O.[Na+]>C(#N)C>[C:19]([O:18][C:16]([NH:15][CH2:14][CH2:13][C:11]1[N:10]([CH2:23][O:24][CH3:25])[CH:9]=[N:8][CH:12]=1)=[O:17])([CH3:20])([CH3:21])[CH3:22] |f:2.3|. Reported procedure: 1-t-Butoxycarbonyl-4-{2-(t-butoxycarbonyl-amino)ethyl}imidazole (78.1 g) is dissolved in acetonitrile (500 ml), and thereto is added methoxymethyl chloride (22.2 g), and the mixture is stirred at room temperature overnight. The reaction solution is poured into 10% aqueous sodium hydrogen carbonate solution, and extracted with ethyl acetate. The extract is washed, dried, and the solvent is distilled off to give 4-{2-(t-butoxycarbonyl-amino)ethyl]-3-methoxymethylimidazole (54.4 g) as oil. The reactants are ClCCl, C[Si](C)(C)N=C=O, CN(C)c1ccccn1, CS(=O)(=O)c1ccc(Oc2cc3nc(-c4ccccn4)[nH]c3cc2C2CCCN2)cc1, O. Product: CS(=O)(=O)c1ccc(Oc2cc3nc(-c4ccccn4)[nH]c3cc2C2CCCN2C(N)=O)cc1. Reaction SMILES: [CH2:17]([Cl:18])[Cl:19].[CH3:10][Si:11]([CH3:12])([CH3:13])[N:14]=[C:15]=[O:16].[CH3:1][N:2]([c:3]1[cH:4][cH:5][cH:6][cH:7][n:8]1)[CH3:9].[CH3:20][S:21](=[O:22])(=[O:23])[c:24]1[cH:25][cH:26][c:27]([O:28][c:29]2[cH:30][c:31]3[c:32]([nH:33][c:34](-[c:36]4[n:37][cH:38][cH:39][cH:40][cH:41]4)[n:35]3)[cH:42][c:43]2[CH:44]2[NH:45][CH2:46][CH2:47][CH2:48]2)[cH:49][cH:50]1.[OH2:51]>>[NH2:14][C:15](=[O:16])[N:45]1[CH:44]([c:43]2[c:29]([O:28][c:27]3[cH:26][cH:25][c:24]([S:21]([CH3:20])(=[O:22])=[O:23])[cH:50][cH:49]3)[cH:30][c:31]3[c:32]([nH:33][c:34](-[c:36]4[n:37][cH:38][cH:39][cH:40][cH:41]4)[n:35]3)[cH:42]2)[CH2:48][CH2:47][CH2:46]1. The reactants are CC(=O)O, O=C([O-])[O-], CC(=O)O, CC(=O)O, Cc1nc(N)nc(N)c1N1CCNCC1, CS(C)=O, [F-], CN(C)S(=O)(=O)c1ccc(F)cc1, [K+], [K+], [K+], O. The product is Cc1nc(N)nc(N)c1N1CCN(c2ccc(S(=O)(=O)N(C)C)cc2)CC1. RXN SMILES: [C:1]([OH:2])(=[O:3])[CH3:4].[C:43](=[O:44])([O-:45])[O-:46].[C:5]([OH:6])(=[O:7])[CH3:8].[C:9]([OH:10])(=[O:11])[CH3:12].[CH3:13][c:14]1[c:15]([N:22]2[CH2:23][CH2:24][NH:25][CH2:26][CH2:27]2)[c:16]([NH2:21])[n:17][c:18]([NH2:20])[n:19]1.[CH3:49][S:50]([CH3:51])=[O:52].[F-:41].[F:28][c:29]1[cH:30][cH:31][c:32]([S:35](=[O:36])(=[O:37])[N:38]([CH3:39])[CH3:40])[cH:33][cH:34]1.[K+:42].[K+:47].[K+:48].[OH2:53]>>[CH3:13][c:14]1[c:15]([N:22]2[CH2:23][CH2:24][N:25]([c:29]3[cH:30][cH:31][c:32]([S:35](=[O:36])(=[O:37])[N:38]([CH3:39])[CH3:40])[cH:33][cH:34]3)[CH2:26][CH2:27]2)[c:16]([NH2:21])[n:17][c:18]([NH2:20])[n:19]1. Reactants: BrC(C(=O)OC)C1=CC(=CC=C1)F (Methyl 2-bromo-2-(3-fluorophenyl)acetate), N1CCCCC1 (piperidine), CCN(C(C)C)C(C)C (DIPEA). Run in C(C)#N (acetonitrile). Conditions: time 16 hour. Product: FC=1C=C(C=CC1)C(C(=O)OC)N1CCCCC1 (methyl 2-(3-fluorophenyl)-2-(piperidin-1-yl)acetate). Yield: 71.3%. As a reaction SMILES: Br[CH:2]([C:7]1[CH:12]=[CH:11][CH:10]=[C:9]([F:13])[CH:8]=1)[C:3]([O:5][CH3:6])=[O:4].[NH:14]1[CH2:19][CH2:18][CH2:17][CH2:16][CH2:15]1.CCN(C(C)C)C(C)C>C(#N)C>[F:13][C:9]1[CH:8]=[C:7]([CH:2]([N:14]2[CH2:19][CH2:18][CH2:17][CH2:16][CH2:15]2)[C:3]([O:5][CH3:6])=[O:4])[CH:12]=[CH:11][CH:10]=1. Procedure: Methyl 2-bromo-2-(3-fluorophenyl)acetate (310 mg, 1.25 mmol), piperidine (0.15 ml, 1.51 mmol), and DIPEA (0.26 ml, 1.51 mmol) were dissolved in acetonitrile (15 ml) and stirred at room temperature for 16 hours. The solvent was evaporated and the crude was purified by flash chromatography (petroleum ether/EtOAc=9/1) to afford methyl 2-(3-fluorophenyl)-2-(piperidin-1-yl)acetate (224 mg, 71% yield) as a colorless oil.